This data is from the Open Reaction Database (ORD), a public repository of structured organic reaction records. The task is: describe an organic reaction: reactants, conditions, products, and yield Reactants: NC1=C(C(=O)NCC2=CC=C(C=C2)F)C=C(C=N1)Br (2-amino-5-bromo-N-(4-fluorobenzyl)nicotinamide), [OH-].[Na+] (NaOH), C=O (HCHO). Solvent: CCO (EtOH). The product is crude product, BrC1=CC2=C(NCN(C2=O)CC2=CC=C(C=C2)F)N=C1 (6-bromo-3-(4-fluorobenzyl)-2,3-dihydropyrido[2,3-d]pyrimidin-4(1H)-one). The yield is 87.0%. Reaction SMILES: [NH2:1][C:2]1[N:18]=[CH:17][C:16]([Br:19])=[CH:15][C:3]=1[C:4]([NH:6][CH2:7][C:8]1[CH:13]=[CH:12][C:11]([F:14])=[CH:10][CH:9]=1)=[O:5].[OH-].[Na+].[CH2:22]=O>CCO>[Br:19][C:16]1[CH:17]=[N:18][C:2]2[NH:1][CH2:22][N:6]([CH2:7][C:8]3[CH:9]=[CH:10][C:11]([F:14])=[CH:12][CH:13]=3)[C:4](=[O:5])[C:3]=2[CH:15]=1 |f:1.2|. Reported procedure: To a solution of 2-amino-5-bromo-N-(4-fluorobenzyl)nicotinamide (200 mg, 0.62 mmol) and NaOH (50 mg, 1.23 mmol) in 10 mL of EtOH was added HCHO (1 mL, 37% in water) and then the mixture was heated at reflux for 30 minutes. After being concentrated in vacuo, the residue was suspended in water and extracted with EtOAc. The organic phase was washed with brine, dried over sodium sulfate and concentrated in vacuo to give the crude product of 6-bromo-3-(4-fluorobenzyl)-2,3-dihydropyrido[2,3-d]pyrimidi... Reactants: ClC=1N=C(C2=C(N1)N(C(=C2)C)S(=O)(=O)C2=CC=C(C=C2)C)NC2=C(C(=O)O)C(=CC=C2)F (2-({2-chloro-6-methyl-7-[(4-methylphenyl)sulfonyl]-7H-pyrrolo[2,3-d]pyrimidin-4-yl}amino)-6-fluorobenzoic acid), C(C(=O)Cl)(=O)Cl (oxalyl chloride), ClC=1N=C(C2=C(N1)N(C=C2C)S(=O)(=O)C2=CC=C(C=C2)C)Cl (2,4-dichloro-5-methyl-7-[(4-methylphenyl)sulfonyl]-7H-pyrrolo[2,3-d]pyrimidine), NC1=C(C(=O)O)C(=CC=C1)F (2-amino-6-fluorobenzoic acid), C(C(=O)Cl)(=O)Cl (oxalyl chloride), ClCCl (dichloromethane), C(C)(C)N(CC)C(C)C (diisopropylethylamine). The solvent is C(C)(=O)OCC (ethyl acetate), C1CCOC1 (THF), C(C)(C)O (isopropanol), CN(C)C=O (DMF). Run at temperature 85 celsius. The product is Cl.ClC1=NC2=C(C3=NC4=CC=CC(=C4C(N31)=O)F)C=C(N2S(=O)(=O)C2=CC=C(C=C2)C)C (5-chloro-8-fluoro-2-methyl-3-[(4-methylphenyl)sulfonyl]pyrrolo[2′,3′:4,5]pyrimido[6,1-b]quinazolin-7(3H)-one HCl salt). Isolated yield 37.8%. RXN SMILES: [Cl:1]C1N=C(Cl)C2C(C)=CN(S(C3C=CC(C)=CC=3)(=O)=O)C=2N=1.NC1C=CC=C(F)C=1C(O)=O.C(N(C(C)C)CC)(C)C.[Cl:43][C:44]1[N:45]=[C:46]([NH:64][C:65]2[CH:73]=[CH:72][CH:71]=[C:70]([F:74])[C:66]=2[C:67]([OH:69])=O)[C:47]2[CH:52]=[C:51]([CH3:53])[N:50]([S:54]([C:57]3[CH:62]=[CH:61][C:60]([CH3:63])=[CH:59][CH:58]=3)(=[O:56])=[O:55])[C:48]=2[N:49]=1.C(Cl)(=O)C(Cl)=O.ClCCl>C(O)(C)C.C(OCC)(=O)C.C1COCC1.CN(C=O)C>[ClH:1].[Cl:43][C:44]1[N:45]2[C:46](=[N:64][C:65]3[C:66]([C:67]2=[O:69])=[C:70]([F:74])[CH:71]=[CH:72][CH:73]=3)[C:47]2[CH:52]=[C:51]([CH3:53])[N:50]([S:54]([C:57]3[CH:62]=[CH:61][C:60]([CH3:63])=[CH:59][CH:58]=3)(=[O:56])=[O:55])[C:48]=2[N:49]=1 |f:10.11|. Procedure: To a suspension of 2,4-dichloro-5-methyl-7-[(4-methylphenyl)sulfonyl]-7H-pyrrolo[2,3-d]pyrimidine (535 mg, 1.50 mmol) and 2-amino-6-fluorobenzoic acid (233 mg, 1.50 mmol) in isopropanol (5 mL) was added diisopropylethylamine (971 mg, 7.51 mmol) and the mixture was heated at 85° C. for ˜48 h. At this time the reaction was diluted with ethyl acetate (100 ml) and washed with a solution of 1N HCl, a saturated solution of sodium bicarbonate and a saturated solution of NaCl, then dried over sodium sul... The reactants are ClC=1C=C(C=CC1F)C1=CN=C2N1C=CC(=C2F)C(C)(C)O (2-[3-(3-Chloro-4-fluorophenyl)-8-fluoroimidazo[1,2-α]pyridin-7-yl]-propan-2-ol), N1(N=CC=C1)C1=C(C=CC=C1)B(O)O (2-(pyrazol-1-yl)benzeneboronic acid). Product: FC=1C=2N(C=CC1C(C)(C)O)C(=CN2)C=2C=CC(=C(C2)C2=C(C=CC=C2)N2N=CC=C2)F (2-{8-fluoro-3-[2-fluoro-2′-(pyrazol-1-yl)biphenyl-5-yl]imidazo[1,2-α]pyridin-7-yl}propan-2-ol). Isolated yield 4.0%. Reaction SMILES: Cl[C:2]1[CH:3]=[C:4]([C:9]2[N:13]3[CH:14]=[CH:15][C:16]([C:19]([OH:22])([CH3:21])[CH3:20])=[C:17]([F:18])[C:12]3=[N:11][CH:10]=2)[CH:5]=[CH:6][C:7]=1[F:8].[N:23]1([C:28]2[CH:33]=[CH:32][CH:31]=[CH:30][C:29]=2B(O)O)[CH:27]=[CH:26][CH:25]=[N:24]1>>[F:18][C:17]1[C:12]2[N:13]([C:9]([C:4]3[CH:5]=[CH:6][C:7]([F:8])=[C:2]([C:29]4[CH:30]=[CH:31][CH:32]=[CH:33][C:28]=4[N:23]4[CH:27]=[CH:26][CH:25]=[N:24]4)[CH:3]=3)=[CH:10][N:11]=2)[CH:14]=[CH:15][C:16]=1[C:19]([OH:22])([CH3:21])[CH3:20]. Procedure details: 2-[3-(3-Chloro-4-fluorophenyl)-8-fluoroimidazo[1,2-α]pyridin-7-yl]-propan-2-ol and 2-(pyrazol-1-yl)benzeneboronic acid were coupled in the same way as in Example 30 to give 2-{8-fluoro-3-[2-fluoro-2′-(pyrazol-1-yl)biphenyl-5-yl]imidazo[1,2-α]pyridin-7-yl}propan-2-ol as an off-white solid (5 mg, 4%): m/z (ES+) 431 [MH+]. Reactants: CC(C)=O, COC(=O)c1cc(C(=O)c2ncc3ccc(C(=O)OC(C)(C)C)cn23)ccc1[N+](=O)[O-], ClCCl, O=C(O)C(F)(F)F. Yields the product COC(=O)c1cc(C(=O)c2ncc3ccc(C(=O)O)cn23)ccc1[N+](=O)[O-]. As a reaction SMILES: [CH3:42][C:43](=[O:44])[CH3:45].[CH3:8][O:9][C:10](=[O:11])[c:12]1[cH:13][c:14]([C:15](=[O:16])[c:17]2[n:18][cH:19][c:20]3[n:21]2[cH:22][c:23]([C:26](=[O:27])[O:28][C:29]([CH3:30])([CH3:31])[CH3:32])[cH:24][cH:25]3)[cH:33][cH:34][c:35]1[N+:36](=[O:37])[O-:38].[Cl:39][CH2:40][Cl:41].[OH:1][C:2]([C:3]([F:4])([F:5])[F:6])=[O:7]>>[CH3:8][O:9][C:10](=[O:11])[c:12]1[cH:13][c:14]([C:15](=[O:16])[c:17]2[n:18][cH:19][c:20]3[n:21]2[cH:22][c:23]([C:26](=[O:27])[OH:28])[cH:24][cH:25]3)[cH:33][cH:34][c:35]1[N+:36](=[O:37])[O-:38]. Reactants: c1ccc(CNc2ccccc2)cc1, O=P(Cl)(Cl)c1cccc(F)c1. The product is O=P1(c2cccc(F)c2)c2ccccc2CN1c1ccccc1. As a reaction SMILES: [CH2:1]([c:2]1[cH:3][cH:4][cH:5][cH:6][cH:7]1)[NH:8][c:9]1[cH:10][cH:11][cH:12][cH:13][cH:14]1.[F:15][c:16]1[cH:17][c:18]([P:22](=[O:23])([Cl:24])[Cl:25])[cH:19][cH:20][cH:21]1>>[CH2:1]1[c:2]2[c:3]([cH:4][cH:5][cH:6][cH:7]2)[P:22]([c:18]2[cH:17][c:16]([F:15])[cH:21][cH:20][cH:19]2)(=[O:23])[N:8]1[c:9]1[cH:10][cH:11][cH:12][cH:13][cH:14]1. The reactants are C(C)(C)(C)OC(=O)N1CC2(CC2C1)C1=CC=C(C=C1)Br (1-(4-bromo-phenyl)-3-aza-bicyclo[3.1.0]hexane-3-carboxylic acid tert-butyl ester), C(C)(C)(C)OC(=O)N1CC2(CC2C1)C1=CC=C(C=C1)Br (1-(4-bromo-phenyl)-3-aza-bicyclo[3.1.0]hexane-3-carboxylic acid tert-butyl ester), CC(C)([O-])C.[Na+] (sodium tert-butoxide), C(C1=CC=CC=C1)N (benzyl amine). The reagents and catalysts are C=1C=CC(=CC1)/C=C/C(=O)/C=C/C2=CC=CC=C2.C=1C=CC(=CC1)/C=C/C(=O)/C=C/C2=CC=CC=C2.C=1C=CC(=CC1)/C=C/C(=O)/C=C/C2=CC=CC=C2.[Pd].[Pd] (Pd2(dba)3), C=1C=CC(=CC1)P(C=2C=CC=CC2)C3=CC=C4C=CC=CC4=C3C5=C6C=CC=CC6=CC=C5P(C=7C=CC=CC7)C=8C=CC=CC8 (BINAP). The solvent is C1(=CC=CC=C1)C (toluene). Yields the product C(C)(C)(C)OC(=O)N1CC2(CC2C1)C1=CC=C(C=C1)NCC1=CC=CC=C1 (1-(4-Benzylamino-phenyl)-3-aza-bicyclo[3.1.0]hexane-3-carboxylic acid tert-butyl ester). The yield is 79.1%. As a reaction SMILES: [C:1]([O:5][C:6]([N:8]1[CH2:13][CH:12]2[C:10]([C:14]3[CH:19]=[CH:18][C:17](Br)=[CH:16][CH:15]=3)([CH2:11]2)[CH2:9]1)=[O:7])([CH3:4])([CH3:3])[CH3:2].CC(C)([O-])C.[Na+].[CH2:27]([NH2:34])[C:28]1[CH:33]=[CH:32][CH:31]=[CH:30][CH:29]=1>C1(C)C=CC=CC=1.C1C=CC(/C=C/C(/C=C/C2C=CC=CC=2)=O)=CC=1.C1C=CC(/C=C/C(/C=C/C2C=CC=CC=2)=O)=CC=1.C1C=CC(/C=C/C(/C=C/C2C=CC=CC=2)=O)=CC=1.[Pd].[Pd].C1C=CC(P(C2C(C3C(P(C4C=CC=CC=4)C4C=CC=CC=4)=CC=C4C=3C=CC=C4)=C3C(C=CC=C3)=CC=2)C2C=CC=CC=2)=CC=1>[C:1]([O:5][C:6]([N:8]1[CH2:13][CH:12]2[C:10]([C:14]3[CH:19]=[CH:18][C:17]([NH:34][CH2:27][C:28]4[CH:33]=[CH:32][CH:31]=[CH:30][CH:29]=4)=[CH:16][CH:15]=3)([CH2:11]2)[CH2:9]1)=[O:7])([CH3:4])([CH3:3])[CH3:2] |f:1.2,5.6.7.8.9|. Procedure: To a solution of 1-(4-bromo-phenyl)-3-aza-bicyclo[3.1.0]hexane-3-carboxylic acid tert-butyl ester (Intermediate I, 3.5 g, 10.4 mmol) in toluene (20 mL) were added Pd2(dba)3 (47 mg, 0.05 mmol), BINAP (97 mg, 0.16 mmol), sodium tert-butoxide (2.0 g, 20.7 mmol) and benzyl amine (1.2 mL, 11.4 mmol). The resulting solution was refluxed for 4 h. After the completion of the reaction, the reaction mixture was adsorbed on silica gel and purified by column chromatography (silica gel, 4:6 EtOAc:Pet. ether)...